Dataset: the Open Reaction Database (ORD), a public repository of structured organic reaction records. Task: describe an organic reaction: reactants, conditions, products, and yield Starting materials: O1C=CC2=C1C(=CC=C2)C(=O)OC (Methyl benzofuran-7-carboxylate). The reagents and catalysts are [Pd] (Pd/C). Procedure: Methyl benzofuran-7-carboxylate (12 g, 68 mmol) was hydrogenated at 60 psi over 10% Pd/C (2 g) in acetic acid (60 ml) for 18 hr. The mixture was filtered, and the filtrate was concentrated in vacuo to give a pale green oil (12 g, 100%), As a reaction SMILES: [O:1]1[C:5]2[C:6]([C:10]([O:12][CH3:13])=[O:11])=[CH:7][CH:8]=[CH:9][C:4]=2[CH:3]=[CH:2]1>C(O)(=O)C.[Pd]>[O:1]1[C:5]2[C:6]([C:10]([O:12][CH3:13])=[O:11])=[CH:7][CH:8]=[CH:9][C:4]=2[CH2:3][CH2:2]1. Yields the product O1CCC2=C1C(=CC=C2)C(=O)OC (Methyl 2,3-dihydro-benzofuran-7-carboxylate). Yield: 99.0%. Run in C(C)(=O)O (acetic acid).